This data is from the Open Reaction Database (ORD), a public repository of structured organic reaction records. The task is: describe an organic reaction: reactants, conditions, products, and yield Starting materials: CC(C=C)(CCC=C(CC(C)C)C)O (3,7,9-trimethyl-1,6-decadien-3-ol), P(Br)(Br)Br (phosphorus tribromide). Yields the product BrCC=C(CCC=C(CC(C)C)C)C (1-bromo-3,7,9-trimethyl-2,6-decadiene). As a reaction SMILES: [CH3:1][C:2](O)([CH2:5][CH2:6][CH:7]=[C:8]([CH3:13])[CH2:9][CH:10]([CH3:12])[CH3:11])[CH:3]=[CH2:4].P(Br)(Br)[Br:16]>>[Br:16][CH2:4][CH:3]=[C:2]([CH3:1])[CH2:5][CH2:6][CH:7]=[C:8]([CH3:13])[CH2:9][CH:10]([CH3:12])[CH3:11]. Reported procedure: Following the procedure of Example 9, 3,7,9-trimethyl-1,6-decadien-3-ol and phosphorus tribromide are reacted to form 1-bromo-3,7,9-trimethyl-2,6-decadiene. Starting materials: CO, CC(=O)CCN(C)c1ccc(Cl)cc1, NCC(O)c1ccc(O)c(C(N)=O)c1. The product is CC(CCN(C)c1ccc(Cl)cc1)NCC(O)c1ccc(O)c(C(N)=O)c1. As a reaction SMILES: [CH3:29][OH:30].[Cl:15][c:16]1[cH:17][cH:18][c:19]([N:20]([CH3:21])[CH2:22][CH2:23][C:24]([CH3:25])=[O:26])[cH:27][cH:28]1.[NH2:1][CH2:2][CH:3]([OH:4])[c:5]1[cH:6][cH:7][c:8]([OH:14])[c:9]([C:10](=[O:11])[NH2:12])[cH:13]1>>[NH:1]([CH2:2][CH:3]([OH:4])[c:5]1[cH:6][cH:7][c:8]([OH:14])[c:9]([C:10](=[O:11])[NH2:12])[cH:13]1)[CH:24]([CH2:23][CH2:22][N:20]([c:19]1[cH:18][cH:17][c:16]([Cl:15])[cH:28][cH:27]1)[CH3:21])[CH3:25]. The reactants are ClC1=CC=CC2=C1NC(O2)=O (4-chloro-2-benzooxazolinone), [Li+].[OH-] (LiOH), C(C)(=O)O (acetic acid), Cl (HCl). Solvent: C(C)O (ethanol), O (water). Product: ClC1=CC=CC2=C1N=C(O2)C (4-Chloro-2-methyl-benzooxazole). Reaction SMILES: [Cl:1][C:2]1[C:7]2[NH:8][C:9](=O)[O:10][C:6]=2[CH:5]=[CH:4][CH:3]=1.[Li+].[OH-].Cl.[C:15](O)(=O)C>C(O)C.O>[Cl:1][C:2]1[C:7]2[N:8]=[C:9]([CH3:15])[O:10][C:6]=2[CH:5]=[CH:4][CH:3]=1 |f:1.2|. Procedure details: To a solution of the 4-chloro-2-benzooxazolinone (0.10 mol) in 200 mL ethanol is added LiOH (0.20 mol) in 100 mL of water. The solution is refluxed for 8 hr and cooled. The solution is neutralized with 1N HCl and extracted with ethyl acetate followed by drying over MgSO4. The solution is concentrated and taken up in 200 mL of toluene and 0.10 mol of acetic acid. The solution is refluxed in a Dean Stark trap for 12 hours, concentrated and purified by flash chromatography. Starting materials: crystals, solution, N (ammonia), C(C)OC(=O)C1=C(N=C(S1)C1=CC(=C(C(=C1)OC)OC)OC)C (2-(3,4,5-trimethoxyphenyl)-4-methylthiazole-5-carboxylic acid ethyl ester). Solvent: CO (methanol). Run at time 7 day. Yields the product COC=1C=C(C=C(C1OC)OC)C=1SC(=C(N1)C)C(=O)N (2-(3,4,5-trimethoxyphenyl)-4-methylthiazole-5-carboxylic acidamide). The yield is 71.0%. As a reaction SMILES: C([O:3][C:4]([C:6]1[S:10][C:9]([C:11]2[CH:16]=[C:15]([O:17][CH3:18])[C:14]([O:19][CH3:20])=[C:13]([O:21][CH3:22])[CH:12]=2)=[N:8][C:7]=1[CH3:23])=O)C.[NH3:24]>CO>[CH3:22][O:21][C:13]1[CH:12]=[C:11]([C:9]2[S:10][C:6]([C:4]([NH2:24])=[O:3])=[C:7]([CH3:23])[N:8]=2)[CH:16]=[C:15]([O:17][CH3:18])[C:14]=1[O:19][CH3:20]. Procedure details: Into 200 ml of methanol, 16.9 g (0.05 mol) of 2-(3,4,5-trimethoxyphenyl)-4-methylthiazole-5-carboxylic acid ethyl ester produced in Example 3 was dissolved, and 25 ml of an aqueous 28% solution of ammonia was added to the solution. The mixture was left at room temperature for 7 days, and then condensed to dryness. The dried residue was recrystallized from a mixture of methanol and water to obtain the object amounting to 10.9 g (yield of 71%) consisting of colourless needle-like crystals melting ... The reactants are CC(C)OB(OC(C)C)OC(C)C, CCCCCCCCOc1ccc(-c2ncc(Br)cc2F)cc1, [Li]CCCC, CCCCCC, [Cl-], [NH4+], C1CCOC1. Product: CCCCCCCCOc1ccc(-c2ncc(O)cc2F)cc1. As a reaction SMILES: [B:29]([O:30][CH:39]([CH3:40])[CH3:41])([O:31][CH:32]([CH3:33])[CH3:34])[O:35][CH:36]([CH3:37])[CH3:38].[Br:6][c:7]1[cH:8][c:9]([F:28])[c:10](-[c:13]2[cH:14][cH:15][c:16]([O:19][CH2:20][CH2:21][CH2:22][CH2:23][CH2:24][CH2:25][CH2:26][CH3:27])[cH:17][cH:18]2)[n:11][cH:12]1.[CH2:1]([Li:2])[CH2:3][CH2:4][CH3:5].[CH3:44][CH2:45][CH2:46][CH2:47][CH2:48][CH3:49].[Cl-:42].[NH4+:43].[O:50]1[CH2:51][CH2:52][CH2:53][CH2:54]1>>[c:7]1([OH:30])[cH:8][c:9]([F:28])[c:10](-[c:13]2[cH:14][cH:15][c:16]([O:19][CH2:20][CH2:21][CH2:22][CH2:23][CH2:24][CH2:25][CH2:26][CH3:27])[cH:17][cH:18]2)[n:11][cH:12]1. The reactants are ClC1=CC=C(C=C1)C(C=1C=CC2=C(C(=NCC(N2)=O)C2=CC=CC=C2)C1)O ((±)-7-[(4-chlorophenyl)hydroxymethyl]-1,3-dihydro-5-phenyl-2H-1,4-benzodiazepin-2-one), S(=O)(Cl)Cl (thionyl chloride). Solvent: C(Cl)Cl (DCM). Reaction conditions: time 8 hour. Yields the product ClC(C=1C=CC2=C(C(=NCC(N2)=O)C2=CC=CC=C2)C1)C1=CC=C(C=C1)Cl ((±)-7-[chloro(4-chlorophenyl)methyl]-1,3-dihydro-5-phenyl-2H-1,4-benzodiazepin-2-one). Yield: 100.0%. RXN SMILES: [Cl:1][C:2]1[CH:7]=[CH:6][C:5]([CH:8](O)[C:9]2[CH:10]=[CH:11][C:12]3[NH:18][C:17](=[O:19])[CH2:16][N:15]=[C:14]([C:20]4[CH:25]=[CH:24][CH:23]=[CH:22][CH:21]=4)[C:13]=3[CH:26]=2)=[CH:4][CH:3]=1.S(Cl)([Cl:30])=O>C(Cl)Cl>[Cl:30][CH:8]([C:5]1[CH:6]=[CH:7][C:2]([Cl:1])=[CH:3][CH:4]=1)[C:9]1[CH:10]=[CH:11][C:12]2[NH:18][C:17](=[O:19])[CH2:16][N:15]=[C:14]([C:20]3[CH:25]=[CH:24][CH:23]=[CH:22][CH:21]=3)[C:13]=2[CH:26]=1. Reported procedure: A mixture of intermediate (28) (0.0125 mol) in thionyl chloride (5 ml) and DCM (100 ml) was stirred at room temperature overnight. The mixture was evaporated till dryness. The product was used without further purification, yielding 4.93 g (100%) of (±)-7-[chloro(4-chlorophenyl)methyl]-1,3-dihydro-5-phenyl-2H-1,4-benzodiazepin-2-one (intermediate 29).